Task: describe an organic reaction: reactants, conditions, products, and yield. Dataset: the Open Reaction Database (ORD), a public repository of structured organic reaction records Reactants: benzoxazines, C(CCCCCCCCCCC)C1=CC=C(C=C1)O (4-dodecylphenol), NCCC[Si](OCC)(OCC)OCC (3-aminopropyltriethoxysilane), C=O (paraformaldehyde). As a reaction SMILES: [CH2:1]([C:13]1C=C[C:16]([OH:19])=[CH:15][CH:14]=1)CCCCCCCCCCC.[NH2:20][CH2:21][CH2:22][CH2:23][Si](OCC)(OCC)OCC.C=O>C1(C)C=CC=CC=1>[O:19]1[C:16]2[CH:15]=[CH:14][CH:13]=[CH:1][C:23]=2[CH:22]=[CH:21][NH:20]1. Procedure: This benzoxazine was prepared from 4-dodecylphenol (26.2 g, 100 mmol), 3-aminopropyltriethoxysilane (22.1 g, 100 mmol), paraformaldehyde (6.3 g, 210 mmol), and toluene (150 mL). The method to prepare this compound was the same as that used to make the previous benzoxazines. The final product was a clear, faint yellow liquid. The yield was 92%. Solvent: C1(=CC=CC=C1)C (toluene). The product is O1NC=CC2=C1C=CC=C2 (Benzoxazine). The reactants are C1(=CC=CC=C1)C1=NC=CC(=N1)C(=O)O (2-phenyl-pyrimidine-4-carboxylic acid), C(=O)(N1C=NC=C1)N1C=NC=C1 (1,1′-carbonyldiimidazole), C(CC(=O)O)(=O)O.C(C)[K] (ethyl potassium malonate), [Cl-].[Mg+2].[Cl-] (magnesium chloride). Solvent: O1CCCC1 (tetrahydrofuran). Run at time 7 hour. The product is C(C)OC(CC(C1=NC(=NC=C1)C1=CC=CC=C1)=O)=O (3-oxo-3-(2-phenyl-pyrimidin-4-yl)-propionic acid ethyl ester). Isolated yield 58.3%. As a reaction SMILES: [C:1]1([C:7]2[N:12]=[C:11]([C:13]([OH:15])=O)[CH:10]=[CH:9][N:8]=2)[CH:6]=[CH:5][CH:4]=[CH:3][CH:2]=1.C(N1C=CN=C1)(N1[CH:22]=[CH:21]N=C1)=O.C(O)(=O)[CH2:29][C:30]([OH:32])=[O:31].C([K])C.[Cl-].[Mg+2].[Cl-]>O1CCCC1>[CH2:21]([O:32][C:30](=[O:31])[CH2:29][C:13](=[O:15])[C:11]1[CH:10]=[CH:9][N:8]=[C:7]([C:1]2[CH:2]=[CH:3][CH:4]=[CH:5][CH:6]=2)[N:12]=1)[CH3:22] |f:2.3,4.5.6|. Reported procedure: A solution of 2-phenyl-pyrimidine-4-carboxylic acid (3.49 g, 17.4 mmol) and 1,1′-carbonyldiimidazole (2.86 g, 17.7 mmol) in tetrahydrofuran (100 ml) was stirred at 60° C. for 20 min. After cooling to room temperature, ethyl potassium malonate (3.28 g, 19.2 mmol) and magnesium chloride (2.48 g, 26.1 mmol) were added and the solution was stirred at 60° C. for 7 hours. After removal of the solvent, hydrochloric acid was added to adjust pH to 4 to 2, and the resulting solution was partitioned betwee... Reactants: C(C)(=O)O (acetic acid), N1CCCC1 (pyrrolidine), NC=1C=C2CC(C(C2=CC1F)=O)(CCC(C)=O)CCCC (5-amino-2-butyl-6-fluoro-2-(3-oxobutyl)-1-indanone). Solvent: C1(=CC=CC=C1)C (toluene). Reaction conditions: temperature 100 celsius. Yields the product NC1=C(C=C2C3=CC(CCC3(CC2=C1)CCCC)=O)F (7-amino-9a-butyl-6-fluoro-1,2,9,9a-tetrahydro-3H-fluoren-3-one). Isolated yield 76.9%. Reaction SMILES: [NH2:1][C:2]1[CH:3]=[C:4]2[C:8](=[CH:9][C:10]=1[F:11])[C:7](=O)[C:6]([CH2:18][CH2:19][CH2:20][CH3:21])([CH2:13][CH2:14][C:15](=[O:17])[CH3:16])[CH2:5]2.C(O)(=O)C.N1CCCC1>C1(C)C=CC=CC=1>[NH2:1][C:2]1[CH:3]=[C:4]2[C:8]([C:7]3[C:6]([CH2:18][CH2:19][CH2:20][CH3:21])([CH2:5]2)[CH2:13][CH2:14][C:15](=[O:17])[CH:16]=3)=[CH:9][C:10]=1[F:11]. Procedure details: The diketone from step 1 (0.6 g, 2.14 mmol) was dissolved in toluene (15 mL) and treated with acetic acid (0.236 mL, 4.12 mmol) and pyrrolidine (0.344 mL, 4.12 mmol). The resulting solution was stirred and heated in an oil bath at 100° C. for 1.5 hours. After cooling to room temperature, the mixture was filtered through a pad of silica gel and the product was washed off with EtOAc. The filtrate and washings were concentrated under vacuum. The residue was purified by flash chromatography on a Bio... Starting materials: BrC1=CC=C2OC=3C(=CC(=CC3[C@]3(C2=C1)N=C(OCC3)N)OC)F ((S)-7′-bromo-4′-fluoro-2′-methoxy-5,6-dihydrospiro[[1,3]oxazine-4,9′-xanthen]-2-amine), FC1=NC=CC=C1B(O)O (2-fluoropyridin-3-ylboronic acid), N1=CC=C(C=C1)B(O)O (4-Pyridineboronic acid). Yields the product FC1=CC(=CC=2[C@]3(C4=CC(=CC=C4OC12)C=1C(=NC=CC1)F)N=C(OCC3)N)C3=CC=NC=C3 ((S)-4′-fluoro-7′-(2-fluoropyridin-3-yl)-2′-(pyridin-4-yl)-5,6-dihydrospiro[[1,3]oxazine-4,9′-xanthen]-2-amine). As a reaction SMILES: Br[C:2]1[CH:15]=[C:14]2[C:5]([O:6][C:7]3[C:8]([F:24])=[CH:9][C:10](OC)=[CH:11][C:12]=3[C@@:13]32[CH2:20][CH2:19][O:18][C:17]([NH2:21])=[N:16]3)=[CH:4][CH:3]=1.[F:25][C:26]1[C:31](B(O)O)=[CH:30][CH:29]=[CH:28][N:27]=1.[N:35]1[CH:40]=[CH:39][C:38](B(O)O)=[CH:37][CH:36]=1>>[F:24][C:8]1[C:7]2[O:6][C:5]3[C:14](=[CH:15][C:2]([C:31]4[C:26]([F:25])=[N:27][CH:28]=[CH:29][CH:30]=4)=[CH:3][CH:4]=3)[C@@:13]3([CH2:20][CH2:19][O:18][C:17]([NH2:21])=[N:16]3)[C:12]=2[CH:11]=[C:10]([C:38]2[CH:39]=[CH:40][N:35]=[CH:36][CH:37]=2)[CH:9]=1. Procedure details: The title compound was synthesized by steps analogous to those described in method A7 above, but using intermediate 20B, 2-fluoropyridin-3-ylboronic acid and 4-Pyridineboronic acid. MS m/z=456.8 [M+H]+1. Calculated for C26H18F2N4O2: 456.14 Reactants: 13, BrCC=1C=C2C(=NC(=NC2=CC1)NC(C(C)(C)C)=O)O (N-[6-(bromomethyl)-4-hydroxy-2-quinazolinyl]-2,2-dimethylpropanamide), N1C=NC=C1 (1H-imidazole). The solvent is C(C)#N (acetonitrile). Product: OC1=NC(=NC2=CC=C(C=C12)CN1C=NC=C1)NC(C(C)(C)C)=O (N-[4-hydroxy-6-(1H-imidazol-1-ylmethyl)-2-quinazolinyl]-2,2-dimethylpropanamide). The yield is 34.7%. Reaction SMILES: Br[CH2:2][C:3]1[CH:4]=[C:5]2[C:10](=[CH:11][CH:12]=1)[N:9]=[C:8]([NH:13][C:14](=[O:19])[C:15]([CH3:18])([CH3:17])[CH3:16])[N:7]=[C:6]2[OH:20].[NH:21]1[CH:25]=[CH:24][N:23]=[CH:22]1>C(#N)C>[OH:20][C:6]1[C:5]2[C:10](=[CH:11][CH:12]=[C:3]([CH2:2][N:21]3[CH:25]=[CH:24][N:23]=[CH:22]3)[CH:4]=2)[N:9]=[C:8]([NH:13][C:14](=[O:19])[C:15]([CH3:18])([CH3:17])[CH3:16])[N:7]=1. Reported procedure: A solution of 13 parts of N-[6-(bromomethyl)-4-hydroxy-2-quinazolinyl]-2,2-dimethylpropanamide, 15.5 parts of 1H-imidazole and 80 parts of acetonitrile was stirred for 4 hours at reflux temperature. The reaction mixture was evaporated and the residue was extracted with ethyl acetate. The extract was washed with NaHCO3 (aq.), dried, filtered and evaporated. The residue was purified by column chromatography (silica gel; CH2Cl2 /CH3OH 98:2). The eluent of the desired fraction was evaporated, yieldi... Reactants: CC(C)(C)N1C(=O)C(Cl)=C(c2ccccc2)S1(=O)=O, CCOC(C)=O, NC1CCN(c2ncc(C(F)(F)F)cc2Cl)CC1, CN(C)C=O. The product is CC(C)(C)N1C(=O)C(NC2CCN(c3ncc(C(F)(F)F)cc3Cl)CC2)=C(c2ccccc2)S1(=O)=O. RXN SMILES: [C:1]([CH3:2])([CH3:3])([CH3:4])[N:5]1[S:6](=[O:18])(=[O:19])[C:7]([c:12]2[cH:13][cH:14][cH:15][cH:16][cH:17]2)=[C:8]([Cl:11])[C:9]1=[O:10].[CH3:43][CH2:44][O:45][C:46]([CH3:47])=[O:48].[Cl:20][c:21]1[c:22]([N:31]2[CH2:32][CH2:33][CH:34]([NH2:37])[CH2:35][CH2:36]2)[n:23][cH:24][c:25]([C:27]([F:28])([F:29])[F:30])[cH:26]1.[O:38]=[CH:39][N:40]([CH3:41])[CH3:42]>>[C:1]([CH3:2])([CH3:3])([CH3:4])[N:5]1[S:6](=[O:18])(=[O:19])[C:7]([c:12]2[cH:13][cH:14][cH:15][cH:16][cH:17]2)=[C:8]([NH:37][CH:34]2[CH2:33][CH2:32][N:31]([c:22]3[c:21]([Cl:20])[cH:26][c:25]([C:27]([F:28])([F:29])[F:30])[cH:24][n:23]3)[CH2:36][CH2:35]2)[C:9]1=[O:10]. Starting materials: ClC1=CC(=C(C=C1)[N+](=O)[O-])[N+](=O)[O-] (4-chloro-1,2-dinitrobenzene), C1(CCCCCC1)N (cycloheptylamine). Solvent: CCO (EtOH). Run at time 15 hour. Yields the product ClC1=CC(=C(C=C1)[N+](=O)[O-])NC1CCCCCC1 (4-Chloro-2-cycloheptylamino-1-nitrobenzene). The yield is 53.8%. As a reaction SMILES: [Cl:1][C:2]1[CH:7]=[CH:6][C:5]([N+:8]([O-:10])=[O:9])=[C:4]([N+:11]([O-])=O)[CH:3]=1.[CH:14]1(N)[CH2:20][CH2:19][CH2:18][CH2:17][CH2:16][CH2:15]1>CCO>[Cl:1][C:2]1[CH:7]=[CH:6][C:5]([N+:8]([O-:10])=[O:9])=[C:4]([NH:11][CH:14]2[CH2:20][CH2:19][CH2:18][CH2:17][CH2:16][CH2:15]2)[CH:3]=1. Procedure: A mixture of 18.2 g of 4-chloro-1,2-dinitrobenzene and 31 g of cycloheptylamine in 55 ml of 95° EtOH is stirred for 15 hours at RT. The reaction mixture is concentrated under vacuum, the residue is extracted with AcOEt, washed with a 1N solution of HCl and with water and dried over Na2SO4 and the solvent is evaporated off under vacuum. The residue is chromatographed on silica using petroleum ether as the eluent to give 13 g of the expected product after crystallization from isopropanol.